Task: describe an organic reaction: reactants, conditions, products, and yield. Dataset: the Open Reaction Database (ORD), a public repository of structured organic reaction records Starting materials: [Na].C(=O)(O)CN[C@@H]([C@@H](O)C1=CC=CC=C1)C1=CC=CC=C1 ((1S,2R)-2-carboxymethylamino-1,2-diphenylethanol mono sodium salt), Cl (hydrochloric acid). The product is C(=O)(O)CN[C@@H]([C@@H](O)C1=CC=CC=C1)C1=CC=CC=C1 ((1S,2R)-2-carboxymethylamino-1,2-diphenylethanol). The solvent is O (water). Procedure: 1.55 g of (1S,2R)-2-carboxymethylamino-1,2-diphenylethanol mono sodium salt was dissolved in 40 ml of water and 1.2 M hydrochloric acid was added to adjust the pH at 8. The precipitated crystals were washed 2 times with water and 2 times with methanol. The washed crystals were dried under reduced pressure (about 2 mm Hg) at 70 ° C. for 12 h. Mp 250-251.5 ° C. (decomp.); [α]D21 -3.4° (c 1.00, 1H NaOH) IR (KBr): 3320, 3050, 2890, 1625, 1570, 1390, 760, 710, 700 cm-1. As a reaction SMILES: [Na].[C:2]([CH2:5][NH:6][C@H:7]([C:16]1[CH:21]=[CH:20][CH:19]=[CH:18][CH:17]=1)[C@H:8]([C:10]1[CH:15]=[CH:14][CH:13]=[CH:12][CH:11]=1)[OH:9])([OH:4])=[O:3].Cl>O>[C:2]([CH2:5][NH:6][C@H:7]([C:16]1[CH:21]=[CH:20][CH:19]=[CH:18][CH:17]=1)[C@H:8]([C:10]1[CH:11]=[CH:12][CH:13]=[CH:14][CH:15]=1)[OH:9])([OH:4])=[O:3] |f:0.1,^1:0|. The reactants are C(C(c1ccccc1)=O)=O.O, CC1=CN=C(C=C1)N, [C-]#[N+]C1CCCCC1. Reagents/catalysts: O=C(O)C(F)(F)F (trifluoroacetic acid). Solvent: CC(C)O (isopropyl alcohol), CC(C)O (isopropylalcohol). Run at temperature 22 celsius, time 20 hour. The product is Cc1ccc2nc(C(c3ccccc3)=O)c(NC3CCCCC3)n2c1. Isolated yield 0.0%. Reaction SMILES: CC1=CC=C(N)N=C1.[C-]#[N+]C1CCCCC1.O=CC(=O)C1=CC=CC=C1>>CC1=CN2C(C=C1)=NC(C(=O)C1=CC=CC=C1)=C2NC1CCCCC1. The reactants are [Br-], C=Cc1ccccc1, CC[Mg+], CCCO, O=Cc1ccc(Cl)c(Cl)c1. The product is CC=Cc1ccc(Cl)c(Cl)c1. As a reaction SMILES: [Br-:19].[CH2:1]=[CH:2][c:3]1[cH:4][cH:5][cH:6][cH:7][cH:8]1.[CH2:20]([Mg+:21])[CH3:22].[CH2:23]([OH:24])[CH2:25][CH3:26].[Cl:9][c:10]1[cH:11][c:12]([CH:13]=[O:14])[cH:15][cH:16][c:17]1[Cl:18]>>[CH:1]([CH3:2])=[CH:13][c:12]1[cH:11][c:10]([Cl:9])[c:17]([Cl:18])[cH:16][cH:15]1. The reactants are C(=O)([O-])C(O)C(O)C(=O)[O-].[K+].[Na+] (sodium potassium tartrate), 6-6-9-9-tetramethyl-6,9-dihydro-4H-naphtho[2,3-b][1,4]oxazin-3-one, O1CC(NC2=C1C=CC=C2)=O (2H-1,4-benzoxazin-3-(4H)-one), ClC(C)(CCC(C)(C)Cl)C (2,5-dichloro-2,5-dimethyl hexane), [Cl-].[Al+3].[Cl-].[Cl-] (aluminum chloride). The solvent is ClCCl (dichloromethane), C1CCOC1 (THF). Conditions: temperature 80 celsius. The product is CC1(C2=CC3=C(OCCN3)C=C2C(C=C1)(C)C)C (6,6,9,9-tetramethyl-3,4,6,9-tetrahydro-2H-naphtho[2,3-b][1,4]oxazine). The yield is 70.0%. Reaction SMILES: [O:1]1[C:6]2[CH:7]=[CH:8][CH:9]=[CH:10][C:5]=2[NH:4][C:3](=O)[CH2:2]1.Cl[C:13]([CH3:21])([CH2:15][CH2:16][C:17](Cl)([CH3:19])[CH3:18])[CH3:14].[Cl-].[Al+3].[Cl-].[Cl-].C(C(C(C([O-])=O)O)O)([O-])=O.[K+].[Na+]>ClCCl.C1COCC1>[CH3:18][C:17]1([CH3:19])[CH:16]=[CH:15][C:13]([CH3:21])([CH3:14])[C:8]2[C:9]1=[CH:10][C:5]1[NH:4][CH2:3][CH2:2][O:1][C:6]=1[CH:7]=2 |f:2.3.4.5,6.7.8|. Reported procedure: To a solution of 6-6-9-9-tetramethyl-6,9-dihydro-4H-naphtho[2,3-b][1,4]oxazin-3-one (400 mg, 1.5 mmol) [prepared by Friedel Crafts alkylation/annulation of 2H-1,4-benzoxazin-3-(4H)-one with 2,5-dichloro-2,5-dimethyl hexane in the presence of aluminum chloride at ambient temperatue (24° C.) in dichloromethane]in THF at ambient temperature was added LiA1H4 (4.6 ml, 4.6 mmol). The reaction mixture was allowed to stir and then was heated to 80° C. for 30 min. The reaction mixture was poured over sat... Starting materials: ClCC1=NC(=NO1)C=1N=CN2C1[C@H]1N(C(C3=C2C=CC=C3)=O)CC1 ((S)-1-(5-chloromethyl-1,2,4-oxadiazol-3-yl)-12,12a-dihydro-9H,11H-azeto[2,1-c]imidazo[1,5-a][1,4]benzodiazepin-9-one), C(CC)N (propylamine). Solvent: CN(C=O)C (N,N-dimethylformamide). Product: C(CC)NCC1=NC(=NO1)C=1N=CN2C1[C@H]1N(C(C3=C2C=CC=C3)=O)CC1 ((S)-1-(5-propylaminomethyl-1,2,4-oxadiazol-3-yl)-12,12a-dihydro-9H,11H-azeto[2,1-c]imidazo[1,5-a]-[1,4]benzodiazepin-9-one). Yield: 73.4%. RXN SMILES: Cl[CH2:2][C:3]1[O:7][N:6]=[C:5]([C:8]2[N:9]=[CH:10][N:11]3[C:17]4[CH:18]=[CH:19][CH:20]=[CH:21][C:16]=4[C:15](=[O:22])[N:14]4[CH2:23][CH2:24][C@H:13]4[C:12]=23)[N:4]=1.[CH2:25]([NH2:28])[CH2:26][CH3:27]>CN(C)C=O>[CH2:25]([NH:28][CH2:2][C:3]1[O:7][N:6]=[C:5]([C:8]2[N:9]=[CH:10][N:11]3[C:17]4[CH:18]=[CH:19][CH:20]=[CH:21][C:16]=4[C:15](=[O:22])[N:14]4[CH2:23][CH2:24][C@H:13]4[C:12]=23)[N:4]=1)[CH2:26][CH3:27]. Procedure: 1.4 g (4 mmol) of (S)-1-(5-chloromethyl-1,2,4-oxadiazol-3-yl)-12,12a-dihydro-9H,11H-azeto[2,1-c]imidazo[1,5-a][1,4]benzodiazepin-9-one were stirred at room temperature for 1 hour with 5.2 g (90 mmol) of propylamine and 15 ml of N,N-dimethylformamide. By evaporation of the reaction mixture and chromatography of the residue on silica gel while eluting with methylene chloride/methanol 19/1 there were obtained 1.07 g (73%) of (S)-1-(5-propylaminomethyl-1,2,4-oxadiazol-3-yl)-12,12a-dihydro-9H,11H-aze... Product: C(=O)C1=CN(C2=CC=C(C=C12)OC)C (3-formyl-5-methoxy-1-methylindole). Conditions: temperature 110 celsius. Procedure details: While cooling in order to maintain the temperature of the reaction medium below 15° C., phosphorus oxychloride (9 ml) is added dropwise to 35 ml of dimethylformamide (DMF), and 5-methoxy-1-methylindole (14.1 g), dissolved in DMF (25 ml) is added in a single portion. The resulting heterogeneous mixture is heated to 110° C. for 1 minute, and then maintained at 65° C. for 30 minutes while being stirred mechanically. After the mixture has been allowed to cool, it is decomposed by adding 200 ml of ic... Starting materials: P(=O)(Cl)(Cl)Cl (phosphorus oxychloride), [OH-].[Na+] (sodium hydroxide), CN(C=O)C (DMF), ice, COC=1C=C2C=CN(C2=CC1)C (5-methoxy-1-methylindole), CN(C=O)C (dimethylformamide). RXN SMILES: P(Cl)(Cl)(Cl)=O.[CH3:6][O:7][C:8]1[CH:9]=[C:10]2[C:14](=[CH:15][CH:16]=1)[N:13]([CH3:17])[CH:12]=[CH:11]2.[OH-].[Na+].CN(C)[CH:22]=[O:23]>>[CH:22]([C:11]1[C:10]2[C:14](=[CH:15][CH:16]=[C:8]([O:7][CH3:6])[CH:9]=2)[N:13]([CH3:17])[CH:12]=1)=[O:23] |f:2.3|. The reactants are ClC1=NC=C(C(=N1)Cl)C(=O)Cl (2,4-dichloropyrimidine-5-carbonyl chloride), CC1=C(N)C(=CC=C1)C (2,6-dimethylaniline). The solvent is CCOC(=O)C (EtOAc). Reaction conditions: temperature 50 celsius. The product is ClC1=NC=C(C(=N1)Cl)C(=O)NC1=C(C=CC=C1C)C (2,4-dichloro-N-(2,6-dimethylphenyl)pyrimidine-5-carboxamide). As a reaction SMILES: [Cl:1][C:2]1[N:7]=[C:6]([Cl:8])[C:5]([C:9](Cl)=[O:10])=[CH:4][N:3]=1.[CH3:12][C:13]1[CH:19]=[CH:18][CH:17]=[C:16]([CH3:20])[C:14]=1[NH2:15]>CCOC(C)=O>[Cl:1][C:2]1[N:7]=[C:6]([Cl:8])[C:5]([C:9]([NH:15][C:14]2[C:16]([CH3:20])=[CH:17][CH:18]=[CH:19][C:13]=2[CH3:12])=[O:10])=[CH:4][N:3]=1. Reported procedure: To a mixture of 20.3 g (96 mmol) of 2,4-dichloropyrimidine-5-carbonyl chloride 29 and Amberlyst A21 (2.1 g) in 400 mL of EtOAc was added dropwise 11.7 mL of 2,6-dimethylaniline (95 mmol) at room temperature. The resulting mixture was heated to 50° C. for 12 h, and then was filtered. The filtrate was washed sequentially with water (200 mL), 1N HCl (50 mL), 1N NaOH (50 mL), and brine (100 mL). The combined organic layers were dried over Na2SO4, filtered, and the filtrate was washed with a small am...